The task is: describe an organic reaction: reactants, conditions, products, and yield. This data is from the Open Reaction Database (ORD), a public repository of structured organic reaction records. Starting materials: COC(=O)C1CCC(C2CCC(C3CCC(CCC4OCCCO4)CC3)CC2)CC1, Cc1ccccc1, O=CO. Yields the product COC(=O)C1CCC(C2CCC(C3CCC(CCC=O)CC3)CC2)CC1. RXN SMILES: [CH3:1][O:2][C:3](=[O:4])[CH:5]1[CH2:6][CH2:7][CH:8]([CH:11]2[CH2:12][CH2:13][CH:14]([CH:17]3[CH2:18][CH2:19][CH:20]([CH2:23][CH2:24][CH:25]4[O:26][CH2:30][CH2:29][CH2:28][O:27]4)[CH2:21][CH2:22]3)[CH2:15][CH2:16]2)[CH2:9][CH2:10]1.[CH3:34][c:35]1[cH:36][cH:37][cH:38][cH:39][cH:40]1.[CH:31]([OH:32])=[O:33]>>[CH3:1][O:2][C:3](=[O:4])[CH:5]1[CH2:6][CH2:7][CH:8]([CH:11]2[CH2:12][CH2:13][CH:14]([CH:17]3[CH2:18][CH2:19][CH:20]([CH2:23][CH2:24][CH:25]=[O:26])[CH2:21][CH2:22]3)[CH2:15][CH2:16]2)[CH2:9][CH2:10]1. Starting materials: C(C)N(C1=CC(=C(C=O)C=C1)O)CC (4-diethylamino-2-hydroxybenzaldehyde), Cl.C1(=CC=CC=C1)N(N)C1=CC=CC=C1 (N,N-diphenylhydrazine hydrochloride), C(C)N(C1=CC(=C(C=O)C=C1)O)CC (4-diethylamino-2-hydroxybenzaldehyde), C([O-])([O-])=O.[Na+].[Na+] (sodium carbonate). Solvent: C(C)O (ethanol), C(C)O (ethanol). Product: C1(=CC=CC=C1)N(N=CC1=C(C=C(C=C1)N(CC)CC)O)C1=CC=CC=C1 (4-Diethylamino-2-hydroxybenzaldehyde N,N-diphenylhydrazone). Reaction SMILES: Cl.[C:2]1([N:8]([C:10]2[CH:15]=[CH:14][CH:13]=[CH:12][CH:11]=2)[NH2:9])[CH:7]=[CH:6][CH:5]=[CH:4][CH:3]=1.[CH2:16]([N:18]([CH2:28][CH3:29])[C:19]1[CH:26]=[CH:25][C:22]([CH:23]=O)=[C:21]([OH:27])[CH:20]=1)[CH3:17].C(=O)([O-])[O-].[Na+].[Na+]>C(O)C>[C:2]1([N:8]([C:10]2[CH:15]=[CH:14][CH:13]=[CH:12][CH:11]=2)[N:9]=[CH:23][C:22]2[CH:25]=[CH:26][C:19]([N:18]([CH2:28][CH3:29])[CH2:16][CH3:17])=[CH:20][C:21]=2[OH:27])[CH:3]=[CH:4][CH:5]=[CH:6][CH:7]=1 |f:0.1,3.4.5|. Reported procedure: A solution of N,N-diphenylhydrazine hydrochloride (79.5 g, 0.36 mol, from Aldrich, Milwaukee, Wis.) in ethanol (500 ml) was slowly added to a solution of 4-diethylamino-2-hydroxybenzaldehyde (58.0 g, 0.3 mol, from Aldrich, Milwaukee, Wis.) in ethanol (500 ml) in the presence of excess sodium carbonate. The reaction mixture was refluxed until 4-diethylamino-2-hydroxybenzaldehyde was completely reacted in about 30 minutes. The solvent (800 ml) was removed by evaporation. The residue obtained was e... Reactants: CN1N=C(C=C1)NC1=NC=NC2=CC=C(C=C12)O (4-[(1-methyl-1H-pyrazol-3-yl)amino]quinazolin-6-ol), ClC=1C(=NC=C(C(=O)N(C)CCCN(C)C)C1)Cl (5,6-dichloro-N-[3-(dimethylamino)propyl]-N-methylnicotinamide). Product: ClC=1C(=NC=C(C(=O)N(C)CCCN(C)C)C1)OC=1C=C2C(=NC=NC2=CC1)NC1=NN(C=C1)C (5-chloro-N-[3-(dimethylamino)propyl]-N-methyl-6-({4-[(1-methyl-1H-pyrazol-3-yl)amino]quinazolin-6-yl}oxy)nicotinamide). Reaction SMILES: [CH3:1][N:2]1[CH:6]=[CH:5][C:4]([NH:7][C:8]2[C:17]3[C:12](=[CH:13][CH:14]=[C:15]([OH:18])[CH:16]=3)[N:11]=[CH:10][N:9]=2)=[N:3]1.[Cl:19][C:20]1[C:21](Cl)=[N:22][CH:23]=[C:24]([CH:35]=1)[C:25]([N:27]([CH2:29][CH2:30][CH2:31][N:32]([CH3:34])[CH3:33])[CH3:28])=[O:26]>>[Cl:19][C:20]1[C:21]([O:18][C:15]2[CH:16]=[C:17]3[C:12](=[CH:13][CH:14]=2)[N:11]=[CH:10][N:9]=[C:8]3[NH:7][C:4]2[CH:5]=[CH:6][N:2]([CH3:1])[N:3]=2)=[N:22][CH:23]=[C:24]([CH:35]=1)[C:25]([N:27]([CH2:29][CH2:30][CH2:31][N:32]([CH3:34])[CH3:33])[CH3:28])=[O:26]. Procedure: Using 4-[(1-methyl-1H-pyrazol-3-yl)amino]quinazolin-6-ol and 5,6-dichloro-N-[3-(dimethylamino)propyl]-N-methylnicotinamide, and in the same manner as in Example 65 or according to a method similar to it or according to a combination thereof with an ordinary method, the entitled compound (58 mg) was obtained as a yellow amorphous solid.